This data is from the Open Reaction Database (ORD), a public repository of structured organic reaction records. The task is: describe an organic reaction: reactants, conditions, products, and yield Reactants: C1(=CC=CC=C1)CCCCN (4-phenylbutylamine), COC(COC1=CC=C(C=C1)CN)=O (methyl[4-(aminomethyl)phenoxy]acetate), acetate salt, ClCC=1N=C(SC1)C1=CC=C(C(=O)Cl)C=C1 (4-[4-(chloromethyl)-1,3-thiazol-2-yl]benzoyl chloride), C1(=CC=CC=C1)CCC(=O)Cl (3-phenylpropanoyl chloride). Yields the product C1(=CC=CC=C1)CCCCNC(=O)C1=CC=C(C=C1)C=1SC=C(N1)CN(C(CCC1=CC=CC=C1)=O)CC1=CC=C(OCC(=O)O)C=C1 ((4-{[{[2-(4-{[(4-phenylbutyl)amino]carbonyl}phenyl)-1,3-thiazol-4-yl]methyl}(3-phenylpropanoyl)amino]methyl}phenoxy)acetic acid). RXN SMILES: [C:1]1([CH2:7][CH2:8][CH2:9][CH2:10][NH2:11])[CH:6]=[CH:5][CH:4]=[CH:3][CH:2]=1.Cl[CH2:13][C:14]1[N:15]=[C:16]([C:19]2[CH:27]=[CH:26][C:22]([C:23](Cl)=[O:24])=[CH:21][CH:20]=2)[S:17][CH:18]=1.[C:28]1([CH2:34][CH2:35][C:36](Cl)=[O:37])[CH:33]=[CH:32][CH:31]=[CH:30][CH:29]=1.C[O:40][C:41](=[O:52])[CH2:42][O:43][C:44]1[CH:49]=[CH:48][C:47]([CH2:50][NH2:51])=[CH:46][CH:45]=1>>[C:1]1([CH2:7][CH2:8][CH2:9][CH2:10][NH:11][C:23]([C:22]2[CH:26]=[CH:27][C:19]([C:16]3[S:17][CH:18]=[C:14]([CH2:13][N:51]([CH2:50][C:47]4[CH:48]=[CH:49][C:44]([O:43][CH2:42][C:41]([OH:52])=[O:40])=[CH:45][CH:46]=4)[C:36](=[O:37])[CH2:35][CH2:34][C:28]4[CH:33]=[CH:32][CH:31]=[CH:30][CH:29]=4)[N:15]=3)=[CH:20][CH:21]=2)=[O:24])[CH:6]=[CH:5][CH:4]=[CH:3][CH:2]=1. Procedure: The title compound was prepared following the procedure Λ using 4-phenylbutylamine, 4-[4-(chloromethyl)-1,3-thiazol-2-yl]benzoyl chloride, 3-phenylpropanoyl chloride and methyl[4-(aminomethyl)phenoxy]acetate, acetate salt. M+(ESI): 662.1 Starting materials: Cc1[nH]c(=O)c(C#N)cc1-c1ccc2nccn2c1, N, O, O, O=P(O)(O)O. Product: Cc1[nH]c(=O)ccc1-c1ccc2nccn2c1. As a reaction SMILES: [CH3:1][c:2]1[c:3](-[c:11]2[cH:12][cH:13][c:14]3[n:15]([cH:16]2)[cH:17][cH:18][n:19]3)[cH:4][c:5]([C:9]#[N:10])[c:6](=[O:8])[nH:7]1.[NH3:22].[OH2:20].[OH2:21].[P:23](=[O:24])([OH:25])([OH:26])[OH:27]>>[CH3:1][c:2]1[c:3](-[c:11]2[cH:12][cH:13][c:14]3[n:15]([cH:16]2)[cH:17][cH:18][n:19]3)[cH:4][cH:5][c:6](=[O:8])[nH:7]1. The reactants are ClC1=C(C(=CC=C1)Cl)C=1C(C(C2=C(C=NC(=N2)O)N1)C)=N (6-(2,6-Dichlorophenyl)-2-hydroxy-8-methyl-8H-pyrido-[2,3-]pyrimidin-7-ylideneamine). Solvent: Cl (hydrochloric acid). The product is ClC1=C(C(=CC=C1)Cl)C1=CC2=C(N=C(N=C2)O)N(C1=O)C (6-(2,6-dichlorophenyl)-2-hydroxy-8-methyl-8H-pyrido[2,3-d]pyrimidin-7-one). RXN SMILES: [Cl:1][C:2]1[CH:7]=[CH:6][CH:5]=[C:4]([Cl:8])[C:3]=1[C:9]1[C:10](=N)[CH:11]([CH3:20])[C:12]2[N:17]=[C:16]([OH:18])[N:15]=CC=2N=1>Cl>[Cl:8][C:4]1[CH:5]=[CH:6][CH:7]=[C:2]([Cl:1])[C:3]=1[C:9]1[C:16](=[O:18])[N:17]([CH3:12])[C:12]2[N:17]=[C:16]([OH:18])[N:15]=[CH:20][C:11]=2[CH:10]=1. Procedure details: A solution of 76.0 mg (0.19 mmol) of the imino derivative from Example 23 in 5.0 mL of concentrated hydrochloric acid was heated at reflux for 3 days, and the solvent was then removed by evaporation. The residue was triturated with water, filtered, and dried to afford 6-(2,6-dichlorophenyl)-2-hydroxy-8-methyl-8H-pyrido[2,3-d]pyrimidin-7-one, as a hydrate;